Dataset: the Open Reaction Database (ORD), a public repository of structured organic reaction records. Task: describe an organic reaction: reactants, conditions, products, and yield The reactants are FC(C(C1=CC=CC=C1)(F)F)(F)C1=CC=C(C=C1)C(C)=O (4'-(α,α,β,β-tetrafluorophenethyl)-acetophenone), Cl.NO (hydroxylamine hydrochloride), C(C)O (ethanol). The solvent is N1=CC=CC=C1 (pyridine). Yields the product FC(C(C1=CC=CC=C1)(F)F)(F)C1=CC=C(C=C1)C(C)=NO (4'-(α,α,β,β-Tetrafluorophenethyl)-acetophenone oxime). As a reaction SMILES: [F:1][C:2]([C:13]1[CH:18]=[CH:17][C:16]([C:19](=O)[CH3:20])=[CH:15][CH:14]=1)([F:12])[C:3]([F:11])([F:10])[C:4]1[CH:9]=[CH:8][CH:7]=[CH:6][CH:5]=1.Cl.[NH2:23][OH:24].C(O)C>N1C=CC=CC=1>[F:1][C:2]([C:13]1[CH:18]=[CH:17][C:16]([C:19](=[N:23][OH:24])[CH3:20])=[CH:15][CH:14]=1)([F:12])[C:3]([F:11])([F:10])[C:4]1[CH:9]=[CH:8][CH:7]=[CH:6][CH:5]=1 |f:1.2|. Reported procedure: A solution of 1.1 g. (0.00372 mole) of 4'-(α,α,β,β-tetrafluorophenethyl)-acetophenone, 0.7 g. (0.0071 mole) of hydroxylamine hydrochloride, 8.5 ml. of absolute ethanol, and 1.5 ml. of dry pyridine is heated to refluxing for 6 hours. Solvents are evaporated under reduced pressure and the residual solid is triturated with water. The crystalline product, m.p. 137°-139°C., is collected and recrystallized from hexane to obtain white needles, m.p. 139°-141°C. Recrystallization from hexane affords the ... The reactants are C(CCC)[Sn](C1=CN=NC=C1)(CCCC)CCCC (4-(tributylstannyl)pyridazine), [F-].[Cs+] (caesium fluoride), ClC1=C(C=C(C(=C1)O)I)C1=C(C=CC=C1)F (2-Chloro-2′-fluoro-5-iodobiphenyl-4-ol). Reagents/catalysts: [Cu](I)I (copper iodide), C=1C=CC(=CC1)/C=C/C(=O)/C=C/C2=CC=CC=C2.C=1C=CC(=CC1)/C=C/C(=O)/C=C/C2=CC=CC=C2.C=1C=CC(=CC1)/C=C/C(=O)/C=C/C2=CC=CC=C2.[Pd].[Pd] (Tris(dibenzylideneacetone)dipalladium). Run in C(C)#N (acetonitrile). Run at temperature 80 celsius, time 18 hour. Product: ClC1=C(C=C(C(=C1)O)C1=CN=NC=C1)C1=C(C=CC=C1)F (2-Chloro-2′-fluoro-5-(pyridazin-4-yl)biphenyl-4-ol). The yield is 39.7%. As a reaction SMILES: [Cl:1][C:2]1[CH:7]=[C:6]([OH:8])[C:5](I)=[CH:4][C:3]=1[C:10]1[CH:15]=[CH:14][CH:13]=[CH:12][C:11]=1[F:16].C([Sn](CCCC)(CCCC)[C:22]1[CH:27]=[CH:26][N:25]=[N:24][CH:23]=1)CCC.[F-].[Cs+]>C(#N)C.[Cu](I)I.C1C=CC(/C=C/C(/C=C/C2C=CC=CC=2)=O)=CC=1.C1C=CC(/C=C/C(/C=C/C2C=CC=CC=2)=O)=CC=1.C1C=CC(/C=C/C(/C=C/C2C=CC=CC=2)=O)=CC=1.[Pd].[Pd]>[Cl:1][C:2]1[CH:7]=[C:6]([OH:8])[C:5]([C:22]2[CH:27]=[CH:26][N:25]=[N:24][CH:23]=2)=[CH:4][C:3]=1[C:10]1[CH:15]=[CH:14][CH:13]=[CH:12][C:11]=1[F:16] |f:2.3,6.7.8.9.10|. Reported procedure: 2-Chloro-2′-fluoro-5-iodobiphenyl-4-ol (Preparation 75, 610 mg, 1.76 mmol) was dissolved in acetonitrile (3 mL) and 4-(tributylstannyl)pyridazine (843 mg, 2.28 mmol), caesium fluoride (533 mg, 3.51 mmol), copper iodide (67 mg, 0.35 mmol) and tetrakis(triphenylphosphine)palladium (0) (204 mg, 0.176 mmol) were added. The reaction was stirred at 80° C. for 18 hours and then the cooled reaction mixture was partitioned between ethyl acetate (100 mL) and water. The organic layer was separated and drie... The reactants are F.[Na] (sodium hydrogen fluoride), [H-].[Na+] (sodium hydride), ClC1=NC2=CC=C(C=C2C=C1CO)OC ((2-chloro-6-methoxy-quinolin-3-yl)-methanol), BrCB1OC(C(O1)(C)C)(C)C (2-(bromomethyl)-4,4,5,5-tetramethyl-1,3,2-dioxaborolane). Run in O (water), O1CCCC1 (tetrahydrofuran). Conditions: time 40 minute. Product: COC1=CC=2C=C3C(=NC2C=C1)COC3 (7-methoxy-1,3-dihydro-furo(3,4-b)quinoline). Yield: 44.6%. As a reaction SMILES: [H-].[Na+].Cl[C:4]1[C:13]([CH2:14][OH:15])=[CH:12][C:11]2[C:6](=[CH:7][CH:8]=[C:9]([O:16][CH3:17])[CH:10]=2)[N:5]=1.Br[CH2:19]B1OC(C)(C)C(C)(C)O1.F.[Na]>O.O1CCCC1>[CH3:17][O:16][C:9]1[CH:8]=[CH:7][C:6]2[N:5]=[C:4]3[CH2:19][O:15][CH2:14][C:13]3=[CH:12][C:11]=2[CH:10]=1 |f:0.1,4.5,^1:29|. Procedure details: To the mixture of sodium hydride (61%, 250 mg, 6.4 mmol) and tetrahydrofuran (25 ml), (2-chloro-6-methoxy-quinolin-3-yl)-methanol (1.4 g, 6.4 mmol) synthesized in Example 16 was added at 0° C. (an outer temperature), and the obtained reaction mixture was stirred at room temperature for 40 minutes. To the reaction mixture, 2-(bromomethyl)-4,4,5,5-tetramethyl-1,3,2-dioxaborolane (92%, 700 mg, 2.9 mmol) synthesized in Production Example 2 was added at 0° C. (an outer temperature), and the obtained ... Reactants: C(C)(=O)C1=CC=C(OC(C(=O)OC)C)C=C1 (Methyl 2-(4-acetylphenoxy)propanoate), [OH-].[Na+] (NaOH). Solvent: O (Water). Yields the product C(C)(=O)C1=CC=C(OC(C(=O)O)C)C=C1 (2-(4 -acetylphenoxy)propanoic acid). Yield: 76.2%. As a reaction SMILES: [C:1]([C:4]1[CH:16]=[CH:15][C:7]([O:8][CH:9]([CH3:14])[C:10]([O:12]C)=[O:11])=[CH:6][CH:5]=1)(=[O:3])[CH3:2].[OH-].[Na+]>O>[C:1]([C:4]1[CH:16]=[CH:15][C:7]([O:8][CH:9]([CH3:14])[C:10]([OH:12])=[O:11])=[CH:6][CH:5]=1)(=[O:3])[CH3:2] |f:1.2|. Procedure details: To a solution of the potassium salt of 4-hydroxyacetophenone (8.8 g, 0.05 mol) in dimethylformamide (25 mL) is added methyl 2-bromopropanoate (10.2 g, 0.06 mol) over 30 minutes and stirred at 80°-90° C. for 4 hours under nitrogen. The reaction is cooled to room temperature and methylene chloride (75 mL) and water (75 mL) are added. The organic phase is separated, washed with water (100 mL), dried and concentrated to give methyl 2-(4-acetylphenoxy)propanoate (8.5 g) (yield 76%). Methyl 2-(4-acety... Starting materials: CCCCCCCc1ccc(-c2cnc(C3CCC(C(N)=O)CC3)nc2)cc1, ClCCl, O=S(=O)(Cl)c1ccccc1, c1ccncc1. The product is CCCCCCCc1ccc(-c2cnc(C3CCC(C#N)CC3)nc2)cc1. Reaction SMILES: [CH2:11]([CH2:12][CH2:13][CH2:14][CH2:15][CH2:16][CH3:17])[c:18]1[cH:19][cH:20][c:21](-[c:24]2[cH:25][n:26][c:27]([CH:30]3[CH2:31][CH2:32][CH:33]([C:36](=[O:37])[NH2:38])[CH2:34][CH2:35]3)[n:28][cH:29]2)[cH:22][cH:23]1.[CH2:45]([Cl:46])[Cl:47].[c:1]1([S:2]([Cl:3])(=[O:4])=[O:5])[cH:6][cH:7][cH:8][cH:9][cH:10]1.[cH:39]1[cH:40][cH:41][n:42][cH:43][cH:44]1>>[CH2:11]([CH2:12][CH2:13][CH2:14][CH2:15][CH2:16][CH3:17])[c:18]1[cH:19][cH:20][c:21](-[c:24]2[cH:25][n:26][c:27]([CH:30]3[CH2:31][CH2:32][CH:33]([C:36]#[N:38])[CH2:34][CH2:35]3)[n:28][cH:29]2)[cH:22][cH:23]1. The reactants are C(C)OCCOC1=CC(=C(C(=C1)C)C1=CC(=CC=C1)CNC1=CC=C(OCC(=O)OCC)C=C1)C (ethyl [4-({[4′-(2-ethoxyethoxy)-2′,6′-dimethylbiphenyl-3-yl]methyl}amino)phenoxy]acetate), C(CC(O)(C(=O)O)CC(=O)O)(=O)O (citric acid), [OH-].[K+] (potassium hydroxide), O (Water). The solvent is CO (methanol), O1CCCC1 (tetrahydrofuran). Conditions: time 18 hour. The product is C(C)OCCOC1=CC(=C(C(=C1)C)C1=CC(=CC=C1)CNC1=CC=C(OCC(=O)O)C=C1)C ([4-({[4′-(2-ethoxyethoxy)-2′,6′-dimethylbiphenyl-3-yl]methyl}amino)phenoxy]acetic acid). Isolated yield 91.0%. As a reaction SMILES: [CH2:1]([O:3][CH2:4][CH2:5][O:6][C:7]1[CH:12]=[C:11]([CH3:13])[C:10]([C:14]2[CH:19]=[CH:18][CH:17]=[C:16]([CH2:20][NH:21][C:22]3[CH:34]=[CH:33][C:25]([O:26][CH2:27][C:28]([O:30]CC)=[O:29])=[CH:24][CH:23]=3)[CH:15]=2)=[C:9]([CH3:35])[CH:8]=1)[CH3:2].[OH-].[K+].O.C(O)(=O)CC(CC(O)=O)(C(O)=O)O>CO.O1CCCC1>[CH2:1]([O:3][CH2:4][CH2:5][O:6][C:7]1[CH:8]=[C:9]([CH3:35])[C:10]([C:14]2[CH:19]=[CH:18][CH:17]=[C:16]([CH2:20][NH:21][C:22]3[CH:23]=[CH:24][C:25]([O:26][CH2:27][C:28]([OH:30])=[O:29])=[CH:33][CH:34]=3)[CH:15]=2)=[C:11]([CH3:13])[CH:12]=1)[CH3:2] |f:1.2|. Reported procedure: To a solution of ethyl [4-({[4′-(2-ethoxyethoxy)-2′,6′-dimethylbiphenyl-3-yl]methyl}amino)phenoxy]acetate (0.37 g, 0.77 mmol) in a mixture of methanol (10 mL) and tetrahydrofuran (10 mL) was added an aqueous solution (5 mL) of potassium hydroxide (0.26 g, 3.94 mmol), and the mixture was stirred at room temperature for 18 hr. Water was added to the reaction mixture, and the mixture was weakly acidified with 10% aqueous citric acid solution and extracted with ethyl acetate. The extract was washed ... Reactants: CC1=CC=C(C2=CC=CC=C12)C1=NN=C(C(N1)=O)C(CC)NC(=O)C1CCCC1 (N-{1-[3-(4-methyl-1-naphthyl)-5-oxo-4,5-dihydro-1,2,4-triazin-6-yl]propyl}cyclopentanecarboxamide), P(=O)(Cl)(Cl)Cl (phosphoric trichloride). Product: C1(CCCC1)C1=NC(=C2C(NC(=NN21)C2=CC=C(C1=CC=CC=C21)C)=O)CC (7-Cyclopentyl-5-ethyl-2-(4-methyl-1-naphthyl)imidazo[5,1-f][1,2,4]triazin-4(3H)-one). As a reaction SMILES: [CH3:1][C:2]1[C:11]2[C:6](=[CH:7][CH:8]=[CH:9][CH:10]=2)[C:5]([C:12]2[NH:17][C:16](=[O:18])[C:15]([CH:19]([NH:22][C:23]([CH:25]3[CH2:29][CH2:28][CH2:27][CH2:26]3)=O)[CH2:20][CH3:21])=[N:14][N:13]=2)=[CH:4][CH:3]=1.P(Cl)(Cl)(Cl)=O>>[CH:25]1([C:23]2[N:14]3[C:15]([C:16](=[O:18])[NH:17][C:12]([C:5]4[C:6]5[C:11](=[CH:10][CH:9]=[CH:8][CH:7]=5)[C:2]([CH3:1])=[CH:3][CH:4]=4)=[N:13]3)=[C:19]([CH2:20][CH3:21])[N:22]=2)[CH2:29][CH2:28][CH2:27][CH2:26]1. Procedure: In analogy to the procedure for Example 1, 797 mg (2.04 mmol) crude N-{1-[3-(4-methyl-1-naphthyl)-5-oxo-4,5-dihydro-1,2,4-triazin-6-yl]propyl}cyclopentanecarboxamide, 469 mg (3.06 mmol) phosphoric trichloride are stirred at reflux for 3 hours, proportionate amounts of the solvents are used. As a reaction SMILES: [F:1][C:2]1[CH:9]=[CH:8][C:5]([CH2:6]Br)=[C:4]([C:10]([F:13])([F:12])[F:11])[CH:3]=1.[OH:14][C:15]1[CH:19]=[C:18]([N:20]2[C:24]3[CH:25]=[N:26][CH:27]=[CH:28][C:23]=3[N:22]=[CH:21]2)[S:17][C:16]=1[C:29]([O:31][CH3:32])=[O:30].C(=O)([O-])[O-].[K+].[K+]>CN(C=O)C>[F:1][C:2]1[CH:9]=[CH:8][C:5]([CH2:6][O:14][C:15]2[CH:19]=[C:18]([N:20]3[C:24]4[CH:25]=[N:26][CH:27]=[CH:28][C:23]=4[N:22]=[CH:21]3)[S:17][C:16]=2[C:29]([O:31][CH3:32])=[O:30])=[C:4]([C:10]([F:13])([F:12])[F:11])[CH:3]=1 |f:2.3.4|. Yields the product FC1=CC(=C(COC2=C(SC(=C2)N2C=NC3=C2C=NC=C3)C(=O)OC)C=C1)C(F)(F)F (Methyl 3-{[4-fluoro-2-(trifluoromethyl)benzyl]oxy}-5-(3H-imidazo[4,5-c]pyridin-3-yl)thiophene-2-carboxylate). Procedure: In a similar manner as described for example B11, 110.5 mg of 4-fluoro-2-(trifluoromethyl)benzyl bromide, 100 mg of methyl 3-hydroxy-5-(3H-imidazo[4,5-c]pyridin-3-yl)thiophene-2-carboxylate, 59.7 mg of potassium carbonate in 3 ml anhydrous DMF yield the title compound. The solvent is CN(C)C=O (DMF). The reactants are FC1=CC(=C(CBr)C=C1)C(F)(F)F (4-fluoro-2-(trifluoromethyl)benzyl bromide), OC1=C(SC(=C1)N1C=NC2=C1C=NC=C2)C(=O)OC (methyl 3-hydroxy-5-(3H-imidazo[4,5-c]pyridin-3-yl)thiophene-2-carboxylate), C([O-])([O-])=O.[K+].[K+] (potassium carbonate). The reactants are [N+](=O)([O-])C1=CC=C(C=C1)S (4-nitrothiophenol), Cl.NC=1SC=C(N1)CCl (2-amino-4-chloromethylthiazole hydrochloride), C([O-])([O-])=O.[K+].[K+] (potassium carbonate). Run in CN(C=O)C (N,N-dimethylformamide). The product is NC=1SC=C(N1)CSC1=CC=C(C=C1)[N+](=O)[O-] (2-amino-4-[4-nitrophenylthiomethyl)thiazole). Yield: 99.4%. Reaction SMILES: [N+:1]([C:4]1[CH:9]=[CH:8][C:7]([SH:10])=[CH:6][CH:5]=1)([O-:3])=[O:2].Cl.[NH2:12][C:13]1[S:14][CH:15]=[C:16]([CH2:18]Cl)[N:17]=1.C(=O)([O-])[O-].[K+].[K+]>CN(C)C=O>[NH2:12][C:13]1[S:14][CH:15]=[C:16]([CH2:18][S:10][C:7]2[CH:8]=[CH:9][C:4]([N+:1]([O-:3])=[O:2])=[CH:5][CH:6]=2)[N:17]=1 |f:1.2,3.4.5|. Procedure: A mixture of 4-nitrothiophenol (9.3 g), 2-amino-4-chloromethylthiazole hydrochloride (11 g) and potassium carbonate (20 g) in N,N-dimethylformamide (200 ml) was heated at 85°-90° C. for 5 hours with stirring. The reaction mixture was concentrated under reduced pressure and the residue was triturated with water. The precipitates were collected by filtration, washed with water and dried in vacuo to give 2-amino-4-[4-nitrophenylthiomethyl)thiazole (15.80 g, yield: 98.6%). IR (Nujol): 3400, 3100, 16... Reactants: C(=O)O (Formic acid), C(C)(=O)OC(C)=O (acetic anhydride), NC=1C=CC2=NC3=C(N(C(C4=CC=CC=C34)=O)C=3C=NC(=CC3)Cl)N2C1 (9-amino-6-(6-chloro-pyridin-3-yl)-pyrido[2′,1′:2,3]imidazo-[4,5-c]isoquinolin-5(6H)-one). Reaction SMILES: [CH:1](O)=[O:2].C(OC(=O)C)(=O)C.[NH2:11][C:12]1[CH:13]=[CH:14][C:15]2[N:35]([CH:36]=1)[C:18]1[N:19]([C:28]3[CH:29]=[N:30][C:31]([Cl:34])=[CH:32][CH:33]=3)[C:20](=[O:27])[C:21]3[C:26]([C:17]=1[N:16]=2)=[CH:25][CH:24]=[CH:23][CH:22]=3>ClCCl>[Cl:34][C:31]1[N:30]=[CH:29][C:28]([N:19]2[C:18]3[N:35]4[CH:36]=[C:12]([NH:11][CH:1]=[O:2])[CH:13]=[CH:14][C:15]4=[N:16][C:17]=3[C:26]3[C:21](=[CH:22][CH:23]=[CH:24][CH:25]=3)[C:20]2=[O:27])=[CH:33][CH:32]=1. The solvent is ClCCl (dichloromethane). The yield is 55.8%. Run at time 1 hour. The product is ClC1=CC=C(C=N1)N1C(C2=CC=CC=C2C2=C1N1C(=N2)C=CC(=C1)NC=O)=O (N-[6-(6-chloro-pyridin-3-yl)-5,6-dihydro-5-oxo-pyrido[2′,1′:2,3]imidazo[4,5-c]isoquinolin-9-yl]-formamide). Reported procedure: Formic acid (5.0 equiv., 1.390 mmol, 0.064 g) was added to a cooled (0° C.) solution of acetic anhydride (2.0 equiv., 0.552 mmol, 0.050 g) in dichloromethane (1 ml). The reaction mixture was stirred at room temperature for 1 h. Compound 53 (1.0 equiv., 0.276 mmol, 0.100 g) was added and the resulting suspension was stirred at room temperature for 6 h. The precipitate was filtered off and successively washed with isopropanol and isopropyl ether affording N-[6-(6-chloro-pyridin-3-yl)-5,6-dihydro-5...